This data is from the Open Reaction Database (ORD), a public repository of structured organic reaction records. The task is: describe an organic reaction: reactants, conditions, products, and yield Product: C(C1=CC=CC=C1)C1=NN=C(C2=CC=CC=C12)N1CCN(CC1)C1=NC=C(N=C1)C(CN1CCC(CC1)O)(C)O (1-{2-[4-(4-Benzyl-phthalazin-1-yl)-3,4,5,6-tetrahydro-2H-[1,2′]bipyrazinyl-5′-yl]-2-hydroxy-propyl}-piperidin-4-ol). Yield: 24.1%. Procedure: Methanesulfonic acid 2-[4-(4-benzyl-phthalazin-1-yl)-3,4,5,6-tetrahydro-2H-[1,2′]bipyrazinyl-5′-yl]-2-hydroxy-propyl ester (64 mg, 0.120 mmol) is combined with 4-hydroxy piperidine (61 mg, 0.600 mmol), diisoproylethylamine (63 μL, 0.360 mmol), and acetonitrile (1 mL). The mixture is heated to reflux for 16 h. Concentrate the crude mixture in vacuo. The residue is purified by flash chromatography on silica gel (MeOH/CH2Cl2) to afford the title compound (15.6 mg, 24%). The reactants are C(C1=CC=CC=C1)C1=NN=C(C2=CC=CC=C12)N1CCN(CC1)C1=NC=C(N=C1)C(COS(=O)(=O)C)(C)O (Methanesulfonic acid 2-[4-(4-benzyl-phthalazin-1-yl)-3,4,5,6-tetrahydro-2H-[1,2′]bipyrazinyl-5′-yl]-2-hydroxy-propyl ester), OC1CCNCC1 (4-hydroxy piperidine), C(C)(C)N(CC)C(C)C (diisoproylethylamine). Solvent: C(C)#N (acetonitrile). As a reaction SMILES: [CH2:1]([C:8]1[C:17]2[C:12](=[CH:13][CH:14]=[CH:15][CH:16]=2)[C:11]([N:18]2[CH2:23][CH2:22][N:21]([C:24]3[CH:29]=[N:28][C:27]([C:30]([OH:38])([CH3:37])[CH2:31]OS(C)(=O)=O)=[CH:26][N:25]=3)[CH2:20][CH2:19]2)=[N:10][N:9]=1)[C:2]1[CH:7]=[CH:6][CH:5]=[CH:4][CH:3]=1.[OH:39][CH:40]1[CH2:45][CH2:44][NH:43][CH2:42][CH2:41]1.C(N(C(C)C)CC)(C)C>C(#N)C>[CH2:1]([C:8]1[C:17]2[C:12](=[CH:13][CH:14]=[CH:15][CH:16]=2)[C:11]([N:18]2[CH2:23][CH2:22][N:21]([C:24]3[CH:29]=[N:28][C:27]([C:30]([OH:38])([CH3:37])[CH2:31][N:43]4[CH2:44][CH2:45][CH:40]([OH:39])[CH2:41][CH2:42]4)=[CH:26][N:25]=3)[CH2:20][CH2:19]2)=[N:10][N:9]=1)[C:2]1[CH:3]=[CH:4][CH:5]=[CH:6][CH:7]=1. Reactants: ClCCl (dichloromethane), CNC(=O)N1C(C(N(CC1)S(=O)(=O)C1=CC=C(C=C1)OCC1=C(C=CC(=C1)F)C)C12OCC(CO1)(CO2)C)C (4-[4-(5-fluoro-2-methyl-benzyloxy)-benzenesulfonyl]-2-methyl-3-(4-methyl-2,6,7-trioxa-bicyclo[2.2.2]oct-1-yl)-piperazine-1-carboxylic acid methylamide), FC(C(=O)O)(F)F (trifluoroacetic acid). Run in O (water). Run at temperature 40 celsius, time 0.5 hour. The product is FC=1C=CC(=C(COC2=CC=C(C=C2)S(=O)(=O)N2C(C(N(CC2)C(NC)=O)C)C(=O)O)C1)C (1-[4-(5-Fluoro-2-methyl-benzyloxy)-benzenesulfonyl]-3-methyl-4-methylcarbamoyl-piperazine-2-carboxylic acid). Yield: 102.7%. As a reaction SMILES: ClCCl.[CH3:4][NH:5][C:6]([N:8]1[CH2:13][CH2:12][N:11]([S:14]([C:17]2[CH:22]=[CH:21][C:20]([O:23][CH2:24][C:25]3[CH:30]=[C:29]([F:31])[CH:28]=[CH:27][C:26]=3[CH3:32])=[CH:19][CH:18]=2)(=[O:16])=[O:15])[CH:10]([C:33]23OCC(C)(C[O:38]2)C[O:34]3)[CH:9]1[CH3:42])=[O:7].FC(F)(F)C(O)=O>O>[F:31][C:29]1[CH:28]=[CH:27][C:26]([CH3:32])=[C:25]([CH:30]=1)[CH2:24][O:23][C:20]1[CH:19]=[CH:18][C:17]([S:14]([N:11]2[CH2:12][CH2:13][N:8]([C:6](=[O:7])[NH:5][CH3:4])[CH:9]([CH3:42])[CH:10]2[C:33]([OH:38])=[O:34])(=[O:16])=[O:15])=[CH:22][CH:21]=1. Procedure: To a dichloromethane (7 ml) solution of 4-[4-(5-fluoro-2-methyl-benzyloxy)-benzenesulfonyl]-2-methyl-3-(4-methyl-2,6,7-trioxa-bicyclo[2.2.2]oct-1-yl)-piperazine-1-carboxylic acid methylamide (compound of formula XLIV, 376 mg, 0.67 mmol) at about 23° C. was added water (0.14 ml) and trifluoroacetic acid (0.14 ml). The reaction mixture was stirred for about 0.5 hour then was concentrated in vacuo. The residue was diluted with methanol (20 ml) and water (6 ml) and cesium carbonate (45 ml of a 10% s... The reactants are NC=1N=CC2=CC=CC=C2C1 (3-aminoisoquinoline), [H][H] (hydrogen). The reagents and catalysts are [Pt]=O (platinum oxide). Solvent: FC(C(=O)O)(F)F (trifluoroacetic acid). Product: NC=1N=CC=2CCCCC2C1 (3-amino-5,6,7,8-tetrahydroisoquinoline). The yield is 2.3%. Reaction SMILES: [NH2:1][C:2]1[N:3]=[CH:4][C:5]2[C:10]([CH:11]=1)=[CH:9][CH:8]=[CH:7][CH:6]=2.[H][H]>FC(F)(F)C(O)=O.[Pt]=O>[NH2:1][C:2]1[N:3]=[CH:4][C:5]2[CH2:6][CH2:7][CH2:8][CH2:9][C:10]=2[CH:11]=1. Reported procedure: Using the method of Example 63, Step A, 75 mg of 3-aminoisoquinoline (7.73 mmoles) and 8.7 mg platinum oxide in 2 mL of trifluoroacetic acid was shaken under 40 psi of hydrogen for 3 h. The mixture was filtered and catalyst was washed with ethyl acetate. After concentrating the filtrate, the residue was dissolved in 10 mL of ethyl acetate and washed with 5 mL of saturated aquous sodium bicarbonate. The organic solution was dried (sodium sulfate), decanted, and concentrated to give a yellow syrup... Starting materials: N(=[N+]=[N-])CC=1C=CC(=NC1)C(CC(C)C)=O (5-azidomethyl-2-(3-methyl-butyryl)-pyridine), Cl (HCl). The reagents and catalysts are [Pd] (Pd/C). Solvent: C(C)O (ethanol). Product: Cl.NCC=1C=CC(=NC1)C(CC(C)C)O (5-Aminomethyl-2-(1-hydroxy-3-methyl-butyl)-pyridine hydrochloride). Yield: 98.0%. Reaction SMILES: [N:1]([CH2:4][C:5]1[CH:6]=[CH:7][C:8]([C:11](=[O:16])[CH2:12][CH:13]([CH3:15])[CH3:14])=[N:9][CH:10]=1)=[N+]=[N-].[ClH:17]>C(O)C.[Pd]>[ClH:17].[NH2:1][CH2:4][C:5]1[CH:6]=[CH:7][C:8]([CH:11]([OH:16])[CH2:12][CH:13]([CH3:14])[CH3:15])=[N:9][CH:10]=1 |f:4.5|. Reported procedure: Add 10% Pd/C (20 mg) to a solution of 5-azidomethyl-2-(3-methyl-butyryl)-pyridine (80 mg, 0.367 mmol) in ethanol (10 mL) containing concentrated HCl (1 mL). Submit the mixture to hydrogenation at atmospheric pressure for 2 h. Filter the reaction mixture over Celite® and concentrate in vacuo to afford the desired intermediate (95 mg, 98%). MS (ES+) m/z: 195 (M+H)+. Reactants: O=C(c1ccccc1)N1CC(c2ccccc2)c2ccccc21, CCO, [Na+], [OH-], O. Product: c1ccc(C2CNc3ccccc32)cc1. As a reaction SMILES: [C:1](=[O:2])([c:3]1[cH:4][cH:5][cH:6][cH:7][cH:8]1)[N:9]1[CH2:10][CH:11]([c:18]2[cH:19][cH:20][cH:21][cH:22][cH:23]2)[c:12]2[cH:13][cH:14][cH:15][cH:16][c:17]21.[CH3:27][CH2:28][OH:29].[Na+:25].[OH-:24].[OH2:26]>>[NH:9]1[CH2:10][CH:11]([c:18]2[cH:19][cH:20][cH:21][cH:22][cH:23]2)[c:12]2[cH:13][cH:14][cH:15][cH:16][c:17]21.